This data is from the Open Reaction Database (ORD), a public repository of structured organic reaction records. The task is: describe an organic reaction: reactants, conditions, products, and yield Reactants: N1=CC(=CC=C1)C(C(=O)OCC)=O (ethyl 3-pyridylglyoxylate), Cl.NO (hydroxylamine hydrochloride), C(C)(=O)[O-].[Na+] (sodium acetate). Solvent: C(C)O (ethanol). Yields the product O\N=C(\C(=O)OCC)/C=1C=NC=CC1 (ethyl E-2-hydroxyimino-2-(3-pyridyl)-acetate). Yield: 50.7%. RXN SMILES: [N:1]1[CH:6]=[CH:5][CH:4]=[C:3]([C:7](=O)[C:8]([O:10][CH2:11][CH3:12])=[O:9])[CH:2]=1.Cl.[NH2:15][OH:16].C([O-])(=O)C.[Na+]>C(O)C>[OH:16]/[N:15]=[C:7](\[C:3]1[CH:2]=[N:1][CH:6]=[CH:5][CH:4]=1)/[C:8]([O:10][CH2:11][CH3:12])=[O:9] |f:1.2,3.4|. Procedure details: A mixture of ethyl 3-pyridylglyoxylate (6.00 g), hydroxylamine hydrochloride (2.79 g), sodium acetate (4.13 g) and ethanol (80 ml) was heated to reflux for 15 hours. The reaction mixture was concentrated, water was added to the residue, and extracted with ethyl acetate. The ethyl acetate layer was washed with an aqueous saturated solution of sodium chloride, dried (MgSO4) and concentrated. The remaining crystals were recrystallized from ethyl acetate to obtain ethyl E-2-hydroxyimino-2-(3-pyridyl... Run in CO (methanol). Procedure: A solution of methanesulfonic acid 3-{4-[3-(3-ethyl-5,5-dimethyl-4,5,6,7-tetrahydro-benzo[c]thiophen-1-yl)-3-oxo-propyl]-2,6-dimethyl-phenyl}-propyl ester (160 mg, 0.326 mmol) in 7 N NH3 in methanol is stirred at 70° C. for 16 h in a sealed vial. The solvent is removed and the residue is purified by CC on silica gel eluting with DCM containing 7% of methanol to give 3-[4-(3-amino-propyl)-3,5-dimethyl-phenyl]-1-(3-ethyl-5,5-dimethyl-4,5,6,7-tetrahydro-benzo[c]thiophen-1-yl)-propan-1-one (101 mg) ... As a reaction SMILES: [CH2:1]([C:3]1[S:7][C:6]([C:8](=[O:27])[CH2:9][CH2:10][C:11]2[CH:16]=[C:15]([CH3:17])[C:14]([CH2:18][CH2:19][CH2:20]OS(C)(=O)=O)=[C:13]([CH3:26])[CH:12]=2)=[C:5]2[CH2:28][CH2:29][C:30]([CH3:33])([CH3:32])[CH2:31][C:4]=12)[CH3:2].[NH3:34]>CO>[NH2:34][CH2:20][CH2:19][CH2:18][C:14]1[C:15]([CH3:17])=[CH:16][C:11]([CH2:10][CH2:9][C:8]([C:6]2[S:7][C:3]([CH2:1][CH3:2])=[C:4]3[CH2:31][C:30]([CH3:33])([CH3:32])[CH2:29][CH2:28][C:5]=23)=[O:27])=[CH:12][C:13]=1[CH3:26]. Starting materials: C(C)C1=C2C(=C(S1)C(CCC1=CC(=C(C(=C1)C)CCCOS(=O)(=O)C)C)=O)CCC(C2)(C)C (methanesulfonic acid 3-{4-[3-(3-ethyl-5,5-dimethyl-4,5,6,7-tetrahydro-benzo[c]thiophen-1-yl)-3-oxo-propyl]-2,6-dimethyl-phenyl}-propyl ester), N (NH3). Yields the product NCCCC1=C(C=C(C=C1C)CCC(=O)C=1SC(=C2C1CCC(C2)(C)C)CC)C (3-[4-(3-amino-propyl)-3,5-dimethyl-phenyl]-1-(3-ethyl-5,5-dimethyl-4,5,6,7-tetrahydro-benzo[c]thiophen-1-yl)-propan-1-one). Starting materials: BrC(C(=O)NC1=C(C=CC=C1C)C)Cl (2-bromo,chloro-N-(2,6-dimethylphenyl)acetamide), C([O-])([O-])=O.[Na+].[Na+] (sodium carbonate), [I-].[Na+] (sodium iodide), C(C)(C)(C)OC(=O)N1CC(NCC1)C(=O)N (N-(tert-butoxycarbonyl)-3-aminocarbonylpiperazine). The solvent is CN(C=O)C (dimethylformamide). Conditions: temperature 85 celsius, time 2 hour. Yields the product CC1=C(C(=CC=C1)C)NC(CN1CCN(CC1)C=O)=O (N-(2,6 -Dimethylphenyl)-4-formyl-1-piperazineacetamide). As a reaction SMILES: Br[CH:2](Cl)[C:3]([NH:5][C:6]1[C:11]([CH3:12])=[CH:10][CH:9]=[CH:8][C:7]=1[CH3:13])=[O:4].C(=O)([O-])[O-].[Na+].[Na+].[I-].[Na+].C([O:27][C:28]([N:30]1[CH2:35][CH2:34][NH:33][CH:32](C(N)=O)[CH2:31]1)=O)(C)(C)C>CN(C)C=O>[CH3:13][C:7]1[CH:8]=[CH:9][CH:10]=[C:11]([CH3:12])[C:6]=1[NH:5][C:3](=[O:4])[CH2:2][N:33]1[CH2:34][CH2:35][N:30]([CH:28]=[O:27])[CH2:31][CH2:32]1 |f:1.2.3,4.5|. Procedure: A mixture of 2-bromo,chloro-N-(2,6-dimethylphenyl)acetamide (V: 24.2 g, 0.10 mol), anhydrous sodium carbonate (15.9 g, 0.15 mol), sodium iodide (0.10 g) and 1-piperazine carboxaldehyde (IV: 10.3 mL, 0.10 mol) in anhydrous dimethylformamide (200 mL) was heated to 85° C. for 6 h before it was cooled, suction-filtered and concentrated down in vacuo. The residue was then dissolved in a minimal amount of hot 5% methanol in ethyl acetate. After 2 h at ambient temperature, the mixture was suction-filte... Reactants: C(C(=O)Cl)(=O)Cl (Oxalyl chloride), CC1=C(C=CC=C1)C1=C(C=C(C=C1)C(=O)O)C(F)(F)F (2′-methyl-2-(trifluoromethyl)biphenyl-4-carboxylic acid), ON=C(N)C1=C(C=CC=C1)OC(F)(F)F (N′-Hydroxy-2-(trifluoromethoxy)benzenecarboximidamide), CCN(C(C)C)C(C)C (DIEA). Product: CC1=C(C=CC=C1)C1=C(C=C(C=C1)C1=NC(=NO1)C1=C(C=CC=C1)OC(F)(F)F)C(F)(F)F (5-[2′-methyl-2-(trifluoromethyl)biphenyl-4-yl]-3-[2-(trifluoromethoxy)phenyl]-1,2,4-oxadiazole). Reaction SMILES: C(Cl)(=O)C(Cl)=O.[CH3:7][C:8]1[CH:13]=[CH:12][CH:11]=[CH:10][C:9]=1[C:14]1[CH:19]=[CH:18][C:17]([C:20]([OH:22])=O)=[CH:16][C:15]=1[C:23]([F:26])([F:25])[F:24].O[N:28]=[C:29]([C:31]1[CH:36]=[CH:35][CH:34]=[CH:33][C:32]=1[O:37][C:38]([F:41])([F:40])[F:39])[NH2:30].CCN(C(C)C)C(C)C>>[CH3:7][C:8]1[CH:13]=[CH:12][CH:11]=[CH:10][C:9]=1[C:14]1[CH:19]=[CH:18][C:17]([C:20]2[O:22][N:30]=[C:29]([C:31]3[CH:36]=[CH:35][CH:34]=[CH:33][C:32]=3[O:37][C:38]([F:39])([F:40])[F:41])[N:28]=2)=[CH:16][C:15]=1[C:23]([F:24])([F:26])[F:25]. Procedure details: Oxalyl chloride (109 μL; 1.28 mmol; 3 eq.), Intermediate 34 (120 mg; 0.43 mmol; 1 eq.), Intermediate 2 (94 mg; 0.43 mmol, 1 eq.) and DIEA (221 μL; 1.28 mmol; 3 eq.) were reacted according to general procedure 2. Purification by column chromatography c-hexane/ethyl acetate, 95/5) afforded the title compound as a white solid.